From a dataset of the Open Reaction Database (ORD), a public repository of structured organic reaction records. describe an organic reaction: reactants, conditions, products, and yield Reactants: ClCC=1N=CSC1 (4-(chloromethyl)-1,3-thiazole), OCC(=O)N(C)C[C@@H](C)OC1=C2C(=NC=NC2=CC=C1)NC1=CC(=C(C=C1)O)C (2-hydroxy-N-[(2R)-2-({4-[(4-hydroxy-3-methylphenyl)amino]quinazolin-5-yl}oxy)propyl]-N-methylacetamide). The product is OCC(=O)N(C[C@@H](C)OC1=C2C(=NC=NC2=CC=C1)NC1=CC(=C(C=C1)OCC=1N=CSC1)C)C (2-Hydroxy-N-methyl-N-{(2R)-2-[(4-{[3-methyl-4-(1,3-thiazol-4-ylmethoxy)phenyl]amino}quinazolin-5-yl)oxy]propyl}acetamide). Isolated yield 41.0%. Reaction SMILES: Cl[CH2:2][C:3]1[N:4]=[CH:5][S:6][CH:7]=1.[OH:8][CH2:9][C:10]([N:12]([CH2:14][C@H:15]([O:17][C:18]1[CH:27]=[CH:26][CH:25]=[C:24]2[C:19]=1[C:20]([NH:28][C:29]1[CH:34]=[CH:33][C:32]([OH:35])=[C:31]([CH3:36])[CH:30]=1)=[N:21][CH:22]=[N:23]2)[CH3:16])[CH3:13])=[O:11]>>[OH:8][CH2:9][C:10]([N:12]([CH3:13])[CH2:14][C@H:15]([O:17][C:18]1[CH:27]=[CH:26][CH:25]=[C:24]2[C:19]=1[C:20]([NH:28][C:29]1[CH:34]=[CH:33][C:32]([O:35][CH2:2][C:3]3[N:4]=[CH:5][S:6][CH:7]=3)=[C:31]([CH3:36])[CH:30]=1)=[N:21][CH:22]=[N:23]2)[CH3:16])=[O:11]. Procedure details: The procedure described in Example 3 was repeated using 4-(chloromethyl)-1,3-thiazole and 2-hydroxy-N-[(2R)-2-({4-[(4-hydroxy-3-methylphenyl)amino]quinazolin-5-yl}oxy)propyl]-N-methylacetamide (obtained as described in Example 90, preparation of starting materials) to give the title compound as a white solid in 41% yield; NMR spectrum (DMSO-d6 373K) 1.43 (d, 3H), 2.24 (s, 3H), 2.97 (s, 3H), 3.57 (m, 1H), 4.07 (m, 3H), 5.13 (m, 1H), 5.25 (s, 2H), 7.09 (d, 1H), 7.11 (d, 1H), 7.34 (d, 1H), 7.57 (m,... Reactants: O=C1CC(c2cc(Br)ccc2OC2CCNCC2)C2(C(=O)Nc3cc(Cl)ccc32)C(c2cccc(F)c2)N1, C=O, CO. The product is CN1CCC(Oc2ccc(Br)cc2C2CC(=O)NC(c3cccc(F)c3)C23C(=O)Nc2cc(Cl)ccc23)CC1. Reaction SMILES: [Br:1][c:2]1[cH:3][cH:4][c:5]([O:32][CH:33]2[CH2:34][CH2:35][NH:36][CH2:37][CH2:38]2)[c:6]([CH:8]2[CH2:9][C:10](=[O:31])[NH:11][CH:12]([c:24]3[cH:25][c:26]([F:30])[cH:27][cH:28][cH:29]3)[C:13]23[C:14](=[O:23])[NH:15][c:16]2[cH:17][c:18]([Cl:22])[cH:19][cH:20][c:21]23)[cH:7]1.[CH2:39]=[O:40].[CH3:41][OH:42]>>[Br:1][c:2]1[cH:3][cH:4][c:5]([O:32][CH:33]2[CH2:34][CH2:35][N:36]([CH3:39])[CH2:37][CH2:38]2)[c:6]([CH:8]2[CH2:9][C:10](=[O:31])[NH:11][CH:12]([c:24]3[cH:25][c:26]([F:30])[cH:27][cH:28][cH:29]3)[C:13]23[C:14](=[O:23])[NH:15][c:16]2[cH:17][c:18]([Cl:22])[cH:19][cH:20][c:21]23)[cH:7]1. Reactants: CN(C)C=O, [Cl-], CC(=O)OC(C(=O)O)C(C)(C)COS(=O)(=O)CCCCl, O=C(Cl)C(=O)Cl, ClCCl, OCc1cccnc1. The product is CC(=O)OC(C(=O)OCc1cccnc1)C(C)(C)COS(=O)(=O)CCCCl. As a reaction SMILES: [CH3:39][N:40]([CH3:41])[CH:42]=[O:43].[Cl-:35].[Cl:1][CH2:2][CH2:3][CH2:4][S:5](=[O:6])(=[O:7])[O:8][CH2:9][C:10]([CH:11]([C:12](=[O:13])[OH:14])[O:15][C:16]([CH3:17])=[O:18])([CH3:19])[CH3:20].[Cl:21][C:22]([C:23]([Cl:24])=[O:25])=[O:26].[Cl:36][CH2:37][Cl:38].[n:27]1[cH:28][c:29]([CH2:33][OH:34])[cH:30][cH:31][cH:32]1>>[Cl:1][CH2:2][CH2:3][CH2:4][S:5](=[O:6])(=[O:7])[O:8][CH2:9][C:10]([CH:11]([C:12](=[O:13])[O:14][CH2:33][c:29]1[cH:28][n:27][cH:32][cH:31][cH:30]1)[O:15][C:16]([CH3:17])=[O:18])([CH3:19])[CH3:20]. Starting materials: CCOC(=O)CCc1cc(C(=O)c2ccccc2CC(=O)OCC)ccc1OC, CCO, CCOC(C)=O, Cl, O=S(=O)(O)O, O=S(Cl)Cl, c1ccncc1. Product: CCOC(=O)CCc1cc(C(=O)c2ccccc2CC(=O)OCC)ccc1O. RXN SMILES: [CH2:1]([CH3:2])[O:3][C:4]([CH2:5][CH2:6][c:7]1[c:8]([O:27][CH3:28])[cH:9][cH:10][c:11]([C:13](=[O:14])[c:15]2[c:16]([CH2:21][C:22](=[O:23])[O:24][CH2:25][CH3:26])[cH:17][cH:18][cH:19][cH:20]2)[cH:12]1)=[O:29].[CH3:46][CH2:47][OH:48].[CH3:49][CH2:50][O:51][C:52](=[O:53])[CH3:54].[ClH:30].[S:37](=[O:38])(=[O:39])([OH:40])[OH:41].[S:42]([Cl:43])([Cl:44])=[O:45].[n:31]1[cH:32][cH:33][cH:34][cH:35][cH:36]1>>[CH2:1]([CH3:2])[O:3][C:4]([CH2:5][CH2:6][c:7]1[c:8]([OH:27])[cH:9][cH:10][c:11]([C:13](=[O:14])[c:15]2[c:16]([CH2:21][C:22](=[O:23])[O:24][CH2:25][CH3:26])[cH:17][cH:18][cH:19][cH:20]2)[cH:12]1)=[O:29]. Reactants: CO, O=C(O)Cc1ccc(O)c(Cl)c1, O, O=S(=O)(O)O. Product: COC(=O)Cc1ccc(O)c(Cl)c1. RXN SMILES: [CH3:13][OH:14].[Cl:1][c:2]1[cH:3][c:4]([CH2:9][C:10](=[O:11])[OH:12])[cH:5][cH:6][c:7]1[OH:8].[OH2:20].[S:15](=[O:16])(=[O:17])([OH:18])[OH:19]>>[Cl:1][c:2]1[cH:3][c:4]([CH2:9][C:10]([O:11][CH3:13])=[O:12])[cH:5][cH:6][c:7]1[OH:8].